From a dataset of the Open Reaction Database (ORD), a public repository of structured organic reaction records. describe an organic reaction: reactants, conditions, products, and yield Reactants: COC(=O)C1CN(c2cc(F)c(N3CC=CC3)c(F)c2)C(=O)O1, CO, N. The product is NC(=O)C1CN(c2cc(F)c(N3CC=CC3)c(F)c2)C(=O)O1. RXN SMILES: [CH3:1][O:2][C:3](=[O:4])[CH:5]1[CH2:6][N:7]([c:11]2[cH:12][c:13]([F:23])[c:14]([N:18]3[CH2:19][CH:20]=[CH:21][CH2:22]3)[c:15]([F:17])[cH:16]2)[C:8](=[O:10])[O:9]1.[CH3:25][OH:26].[NH3:24]>>[C:3](=[O:4])([CH:5]1[CH2:6][N:7]([c:11]2[cH:12][c:13]([F:23])[c:14]([N:18]3[CH2:19][CH:20]=[CH:21][CH2:22]3)[c:15]([F:17])[cH:16]2)[C:8](=[O:10])[O:9]1)[NH2:24]. Reactants: C(C)(=O)OC(C)=O (Acetic anhydride), N[C@@H](C(C)(C)S)C(=O)O (penicillamine). Run in C(C)O (ethanol), N1=CC=CC=C1 (pyridine). Run at time 30 minute. Yields the product C(C)(=O)N[C@@H](C(C)(C)S)C(=O)O (N-Acetyl Penicillamine). As a reaction SMILES: [C:1](OC(=O)C)(=[O:3])[CH3:2].[NH2:8][C@H:9]([C:14]([OH:16])=[O:15])[C:10]([SH:13])([CH3:12])[CH3:11]>N1C=CC=CC=1.C(O)C>[C:1]([NH:8][C@H:9]([C:14]([OH:16])=[O:15])[C:10]([SH:13])([CH3:12])[CH3:11])(=[O:3])[CH3:2]. Procedure details: Acetic anhydride (96 mmol, 9.80 g) was added dropwise to a well stirred solution of D-(−) penicillamine (40 mmol, 5.97 g) in pyridine (50 mL) at 0° C. After 30 min, the flask was removed from ice and allowed to stir at room temperature for 15 h. The resultant orange solution was partitioned between chloroform and dilute HCl and washed 4× with dilute HCl. After drying over MgSO4, the organic phase was evaporated to yield an orange residue. The residue was first dissolved in absolute ethanol (20 m... Reactants: ClC1=CC=C(C=C1)S(=O)(=O)N=C=O (4-chlorobenzenesulfonylisocyanate), NC1=C(C(=O)O)C=C(C(=C1)OC)OC (2-amino-4,5-dimethoxybenzoic acid). Yields the product ClC1=CC=C(C=C1)S(=O)(=O)N1C(NC2=CC(=C(C=C2C1=O)OC)OC)=O (3-(4-chlorobenzenesulfonyl)-6,7-dimethoxy-2,4(1H,3H)-quinazolinedione). Isolated yield 73.2%. As a reaction SMILES: [Cl:1][C:2]1[CH:7]=[CH:6][C:5]([S:8]([N:11]=[C:12]=[O:13])(=[O:10])=[O:9])=[CH:4][CH:3]=1.[NH2:14][C:15]1[CH:23]=[C:22]([O:24][CH3:25])[C:21]([O:26][CH3:27])=[CH:20][C:16]=1[C:17](O)=[O:18]>>[Cl:1][C:2]1[CH:3]=[CH:4][C:5]([S:8]([N:11]2[C:17](=[O:18])[C:16]3[C:15](=[CH:23][C:22]([O:24][CH3:25])=[C:21]([O:26][CH3:27])[CH:20]=3)[NH:14][C:12]2=[O:13])(=[O:9])=[O:10])=[CH:6][CH:7]=1. Procedure: 2.36 g (10.8 mmol) of 4-chlorobenzenesulfonylisocyanate and 1.94 g (9.84 mmol) of 2-amino-4,5-dimethoxybenzoic acid were treated in the same way as in Example 1 to obtain 2.86 g of the above-identified compound (yield 73.3%). Properties: colorless crystal, Melting point: >250° C., PMR (δppm, DMSO-d6): 3.79 (3H,s), 3.84 (3H,s), 6.62 (1H,s), 7.22 (1H,s), 7.74 (2H,d), 8.15 (2H,d), 11.36 (1H,br). Reported procedure: Add bis({[(1-methylethoxy)carbonyl]oxy}methyl) (1S,2R,3S,4S,5R,6R)-2-[(tert-butoxycarbonyl)amino]-3-[(3,4-dichlorobenzyl)oxy]-4-hydroxybicyclo[3.1.0]hexane-2,6-dicarboxylate in a 4.0M solution of hydrogen chloride in dioxane (14.47 mL, 57.87 mmol) and stir for 45 minutes. Add ethyl acetate, and concentrate the reaction mixture to a foam. Triturate the foam with ethyl acetate to produce a solid. Concentrate and dry under vacuum at 40° C. overnight to provide the title compound as an off-white sol... Reaction SMILES: C(OC([NH:8][C@@:9]1([C:37]([O:39][CH2:40][O:41][C:42]([O:44][CH:45]([CH3:47])[CH3:46])=[O:43])=[O:38])[C@H:14]([O:15][CH2:16][C:17]2[CH:22]=[CH:21][C:20]([Cl:23])=[C:19]([Cl:24])[CH:18]=2)[C@@H:13]([OH:25])[C@@H:12]2[C@H:10]1[C@H:11]2[C:26]([O:28][CH2:29][O:30][C:31]([O:33][CH:34]([CH3:36])[CH3:35])=[O:32])=[O:27])=O)(C)(C)C.Cl.O1CCOCC1>>[ClH:23].[NH2:8][C@@:9]1([C:37]([O:39][CH2:40][O:41][C:42]([O:44][CH:45]([CH3:47])[CH3:46])=[O:43])=[O:38])[C@H:14]([O:15][CH2:16][C:17]2[CH:22]=[CH:21][C:20]([Cl:23])=[C:19]([Cl:24])[CH:18]=2)[C@@H:13]([OH:25])[C@@H:12]2[C@H:10]1[C@H:11]2[C:26]([O:28][CH2:29][O:30][C:31]([O:33][CH:34]([CH3:35])[CH3:36])=[O:32])=[O:27] |f:3.4|. Starting materials: C(C)(C)(C)OC(=O)N[C@@]1([C@@H]2[C@H]([C@@H]2[C@@H]([C@H]1OCC1=CC(=C(C=C1)Cl)Cl)O)C(=O)OCOC(=O)OC(C)C)C(=O)OCOC(=O)OC(C)C (bis({[(1-methylethoxy)carbonyl]oxy}methyl) (1S,2R,3S,4S,5R,6R)-2-[(tert-butoxycarbonyl)amino]-3-[(3,4-dichlorobenzyl)oxy]-4-hydroxybicyclo[3.1.0]hexane-2,6-dicarboxylate), solution, Cl (hydrogen chloride), O1CCOCC1 (dioxane). Run at time 45 minute. The yield is 95.0%. Product: Cl.N[C@@]1([C@@H]2[C@H]([C@@H]2[C@@H]([C@H]1OCC1=CC(=C(C=C1)Cl)Cl)O)C(=O)OCOC(=O)OC(C)C)C(=O)OCOC(=O)OC(C)C (Bis({[(1-methylethoxy)carbonyl]oxy}methyl) (1S,2R,3S,4S,5R,6R)-2-amino-3-[(3,4-dichlorobenzyl)oxy]-4-hydroxybicyclo[3.1.0]hexane-2,6-dicarboxylate hydrochloride).